From a dataset of the Open Reaction Database (ORD), a public repository of structured organic reaction records. describe an organic reaction: reactants, conditions, products, and yield Starting materials: ClC=1C=C(CNC=2SCC(N2)=O)C=CC1F (2-(3-chloro-4-fluoro-benzylamino)-thiazol-4-one), C(=O)(C)O[Na] (AcONa), O=C1N=C(SC1=CC=1N=C2C=C(C=NC2=CC1)C#N)NCC=1SC=CC1 (6-{4-oxo-2-[(thiophen-2-ylmethyl)-amino]-4H-thiazol-5-ylidenemethyl}-[1,5]naphthyridine-3-carbonitrile). Solvent: CC(=O)O (AcOH). Conditions: temperature 120 celsius. The product is ClC=1C=C(CNC=2SC(C(N2)=O)=CC=2N=C3C=C(C=NC3=CC2)C#N)C=CC1F (6-[2-(3-chloro-4-fluoro-benzylamino)-4-oxo-4H-thiazol-5-ylidenemethyl]-[1,5]naphthyridine-3-carbonitrile). Yield: 45.1%. Reaction SMILES: [Cl:1][C:2]1[CH:3]=[C:4]([CH:13]=[CH:14][C:15]=1[F:16])[CH2:5][NH:6][C:7]1[S:8][CH2:9][C:10](=[O:12])[N:11]=1.C(O[Na])(C)=O.O=C1C(=[CH:28][C:29]2[N:30]=[C:31]3[C:36](=[CH:37][CH:38]=2)[N:35]=[CH:34][C:33]([C:39]#[N:40])=[CH:32]3)SC(NCC2SC=CC=2)=N1>CC(O)=O>[Cl:1][C:2]1[CH:3]=[C:4]([CH:13]=[CH:14][C:15]=1[F:16])[CH2:5][NH:6][C:7]1[S:8][C:9](=[CH:28][C:29]2[N:30]=[C:31]3[C:36](=[CH:37][CH:38]=2)[N:35]=[CH:34][C:33]([C:39]#[N:40])=[CH:32]3)[C:10](=[O:12])[N:11]=1. Reported procedure: To a mixture of 2-(3-chloro-4-fluoro-benzylamino)-thiazol-4-one (41.4 mg, 0.16 mmol) (prepared as described below) AcONa (160 mg, 1.95 mmol), and 6-formyl-[1,5]naphthyridine-3-carbonitrile (33.6 mg, 0.18 mmol) (see Example 11) in a sealed tube was added AcOH (0.3 mL). The reaction mixture was heated to 120° C. (oil bath) for 3 hrs. The reaction mixture was then cooled to r.t. and triturated with water. The solid was collected by filtration and washed with water, AcOEt and ether to give 6-[2-(3-c... Reactants: N1=C(C=CC=C1C)C (2,6-lutidine), [Br-].[Li+] (lithium bromide), CS(=O)(=O)OS(=O)(=O)C (methanesulfonic anhydride), OCC1=CC2=C(/C(/C3=C(OC2)C=CC=C3)=C(/C#N)\C)C=C1 ((Z)-2-(8-Hydroxymethyl-6,11-dihydrodibenzo[b,e]oxepin-11-ylidene)propiononitrile), C(C)C=1NC2=C(N1)C=C(C=C2C)C (2-ethyl-4,6-dimethylbenzimidazole), [OH-].[Li+] (lithium hydroxide). The solvent is C(C)(=O)OCC (Ethyl acetate), C(C)(=O)OCC (Ethyl acetate), C1CCOC1 (THF), CN(C)C=O (DMF). Conditions: time 16 hour. Product: C(C)C1=NC2=C(N1CC1=CC3=C(/C(/C4=C(OC3)C=CC=C4)=C(/C#N)\C)C=C1)C=C(C=C2C)C ((Z)-2-[8-(2-ethyl-4,6-dimethylbenzimidazol-1-yl)methyl-6,11-dihydrodibenzo[b,e]oxepin-11-ylidene]propiononitrile). Yield: 93.5%. Reaction SMILES: O[CH2:2][C:3]1[CH:21]=[CH:20][C:6]2/[C:7](=[C:16](\[CH3:19])/[C:17]#[N:18])/[C:8]3[CH:15]=[CH:14][CH:13]=[CH:12][C:9]=3[O:10][CH2:11][C:5]=2[CH:4]=1.N1C(C)=CC=CC=1C.[Br-].[Li+].CS(OS(C)(=O)=O)(=O)=O.[CH2:41]([C:43]1[NH:44][C:45]2[C:51]([CH3:52])=[CH:50][C:49]([CH3:53])=[CH:48][C:46]=2[N:47]=1)[CH3:42].[OH-].[Li+]>C1COCC1.CN(C=O)C.C(OCC)(=O)C>[CH2:41]([C:43]1[N:47]([CH2:2][C:3]2[CH:21]=[CH:20][C:6]3/[C:7](=[C:16](\[CH3:19])/[C:17]#[N:18])/[C:8]4[CH:15]=[CH:14][CH:13]=[CH:12][C:9]=4[O:10][CH2:11][C:5]=3[CH:4]=2)[C:46]2[CH:48]=[C:49]([CH3:53])[CH:50]=[C:51]([CH3:52])[C:45]=2[N:44]=1)[CH3:42] |f:2.3,6.7|. Procedure details: [step 1] (Z)-2-(8-Hydroxymethyl-6,11-dihydrodibenzo[b,e]oxepin-11-ylidene)propiononitrile (150 mg, 0.54 mmol) was dissolved in THF (5.5 mL), and the solution was added with 2,6-lutidine (0.378 mL, 3.25 mmol), lithium bromide (282 mg, 3.25 mmol) and methanesulfonic anhydride (236 mg, 1.35 mmol), followed by stirring at room temperature for 16 hr. Ethyl acetate was added to the mixture, and the organic layer was washed with brine. The organic layer was dried over anhydrous magnesium sulfate, and c...